From a dataset of the Open Reaction Database (ORD), a public repository of structured organic reaction records. describe an organic reaction: reactants, conditions, products, and yield The reactants are CN(C)C=O, CC(C)N=C=NC(C)C, NCc1cccc(C2C(CCC(O)c3ccc(F)cc3)C(=O)N2c2ccc(F)cc2)c1, O=C(O)COCCOCCOCC(=O)NCCOCCOCC(=O)C(O)C(O)C(O)C(O)CO, Oc1cccc2[nH]nnc12. Yields the product O=C(COCCOCCOCC(=O)NCc1cccc(C2C(CCC(O)c3ccc(F)cc3)C(=O)N2c2ccc(F)cc2)c1)NCCOCCOCC(=O)C(O)C(O)C(O)C(O)CO. As a reaction SMILES: [CH3:85][N:86]([CH3:87])[CH:88]=[O:89].[CH:66]([N:67]=[C:68]=[N:69][CH:70]([CH3:71])[CH3:72])([CH3:73])[CH3:74].[NH2:1][CH2:2][c:3]1[cH:4][c:5]([CH:9]2[CH:10]([CH2:21][CH2:22][CH:23]([OH:24])[c:25]3[cH:26][cH:27][c:28]([F:31])[cH:29][cH:30]3)[C:11](=[O:20])[N:12]2[c:13]2[cH:14][cH:15][c:16]([F:19])[cH:17][cH:18]2)[cH:6][cH:7][cH:8]1.[OH:32][CH:33]([C:34]([CH2:35][O:36][CH2:37][CH2:38][O:39][CH2:40][CH2:41][NH:42][C:43](=[O:44])[CH2:45][O:46][CH2:47][CH2:48][O:49][CH2:50][CH2:51][O:52][CH2:53][C:54](=[O:55])[OH:56])=[O:57])[CH:58]([CH:59]([CH:60]([CH2:61][OH:62])[OH:63])[OH:64])[OH:65].[OH:75][c:76]1[c:77]2[n:78][n:79][nH:80][c:81]2[cH:82][cH:83][cH:84]1>>[NH:1]([CH2:2][c:3]1[cH:4][c:5]([CH:9]2[CH:10]([CH2:21][CH2:22][CH:23]([OH:24])[c:25]3[cH:26][cH:27][c:28]([F:31])[cH:29][cH:30]3)[C:11](=[O:20])[N:12]2[c:13]2[cH:14][cH:15][c:16]([F:19])[cH:17][cH:18]2)[cH:6][cH:7][cH:8]1)[C:54]([CH2:53][O:52][CH2:51][CH2:50][O:49][CH2:48][CH2:47][O:46][CH2:45][C:43]([NH:42][CH2:41][CH2:40][O:39][CH2:38][CH2:37][O:36][CH2:35][C:34]([CH:33]([OH:32])[CH:58]([CH:59]([CH:60]([CH2:61][OH:62])[OH:63])[OH:64])[OH:65])=[O:57])=[O:44])=[O:55]. Starting materials: CCOC(=O)C1=Cc2cc(Cl)c(CBr)cc2OC1C(F)(F)F, [H-], [Na+], CN(C)C=O, Oc1ccccc1. Product: CCOC(=O)C1=Cc2cc(Cl)c(COc3ccccc3)cc2OC1C(F)(F)F. As a reaction SMILES: [Br:10][CH2:11][c:12]1[c:13]([Cl:31])[cH:14][c:15]2[c:20]([cH:21]1)[O:19][CH:18]([C:22]([F:23])([F:24])[F:25])[C:17]([C:26](=[O:27])[O:28][CH2:29][CH3:30])=[CH:16]2.[H-:9].[Na+:8].[O:32]=[CH:33][N:34]([CH3:35])[CH3:36].[OH:1][c:2]1[cH:3][cH:4][cH:5][cH:6][cH:7]1>>[O:1]([c:2]1[cH:3][cH:4][cH:5][cH:6][cH:7]1)[CH2:11][c:12]1[c:13]([Cl:31])[cH:14][c:15]2[c:20]([cH:21]1)[O:19][CH:18]([C:22]([F:23])([F:24])[F:25])[C:17]([C:26](=[O:27])[O:28][CH2:29][CH3:30])=[CH:16]2.